From a dataset of the Open Reaction Database (ORD), a public repository of structured organic reaction records. describe an organic reaction: reactants, conditions, products, and yield Reactants: FC1=C(C=CC(=C1)I)N1N=C(N=C1N)NC1=CC=C(C=C1)N1CCOCC1 (1-(2-fluoro-4-iodo-phenyl)-N3-(4-morpholino-phenyl)-1H-[1,2,4]triazole-3,5-diamine), [Cu]C#N (copper (I) cyanide), O (water). Run in CN(C)P(=O)(N(C)C)N(C)C (HMPA). Conditions: temperature 55 celsius. The product is NC1=NC(=NN1C1=C(C=C(C#N)C=C1)F)NC1=CC=C(C=C1)N1CCOCC1 (4-[5-Amino-3-(4-morpholin-4-yl-phenylamino)-[1,2,4]triazol-1-yl]-3-fluoro-benzonitrile). Yield: 10.6%. RXN SMILES: [F:1][C:2]1[CH:7]=[C:6](I)[CH:5]=[CH:4][C:3]=1[N:9]1[C:13]([NH2:14])=[N:12][C:11]([NH:15][C:16]2[CH:21]=[CH:20][C:19]([N:22]3[CH2:27][CH2:26][O:25][CH2:24][CH2:23]3)=[CH:18][CH:17]=2)=[N:10]1.[Cu][C:29]#[N:30].O>CN(P(N(C)C)(N(C)C)=O)C>[NH2:14][C:13]1[N:9]([C:3]2[CH:4]=[CH:5][C:6]([C:29]#[N:30])=[CH:7][C:2]=2[F:1])[N:10]=[C:11]([NH:15][C:16]2[CH:21]=[CH:20][C:19]([N:22]3[CH2:27][CH2:26][O:25][CH2:24][CH2:23]3)=[CH:18][CH:17]=2)[N:12]=1. Procedure: A mixture of 1-(2-fluoro-4-iodo-phenyl)-N3-(4-morpholino-phenyl)-1H-[1,2,4]triazole-3,5-diamine (0.48 g, 0.99 mmol) and copper (I) cyanide (0.09 g, 0.99 mmol) in HMPA (3 mL) was heated at 55° C. for 2 h, then poured into water (75 mL) and filtered, washing with water. The filter cake was suspended in chloroform (100 mL) and methanol (5 mL), was refluxed for 2 h, cooled, filtered and evaporated. Purification by semi-preparative HPLC provided the title compound (0.04 g, 9% yield) as a pale tan lyo... Starting materials: FC(C(O)C=1C(=NC=CC1I)F)(F)F (2,2,2-trifluoro-1-(2-fluoro-4-iodo-3-pyridyl)ethanol). The reagents and catalysts are [O-2].[Mn+4].[O-2] (Manganese (IV) oxide). Solvent: C1(=CC=CC=C1)C (toluene). Yields the product FC(C(=O)C=1C(=NC=CC1I)F)(F)F (2,2,2-trifluoro-1-(2-fluoro-4-iodopyridin-3-yl)ethanone). Yield: 89.4%. RXN SMILES: [F:1][C:2]([F:14])([F:13])[CH:3]([C:5]1[C:6]([F:12])=[N:7][CH:8]=[CH:9][C:10]=1[I:11])[OH:4]>C1(C)C=CC=CC=1.[O-2].[Mn+4].[O-2]>[F:14][C:2]([F:1])([F:13])[C:3]([C:5]1[C:6]([F:12])=[N:7][CH:8]=[CH:9][C:10]=1[I:11])=[O:4] |f:2.3.4|. Procedure: 2,2,2-trifluoro-1-(2-fluoro-4-iodo-3-pyridyl)ethanol (45 g, 140.2 mmol) was dissolved in anhydrous toluene (1 L). Manganese (IV) oxide (143.4 g, 1.402 mol) was added portionwise with rapid stirring. The mixture was heated to reflux for 3 hours and then allowed to cool and filtered through a plug of celite. The solid residues were washed with EtOAc and the filtrate was concentrated to a deep red oil which was slurried in petrol and then filtered to give a white solid impurity. The filtrate was co... Reactants: C(C)(C)[Mg]Cl (isopropylmagnesium chloride), BrC=1C=CC(=NC1)C(F)(F)F (5-bromo-2-(trifluoromethyl)pyridine), C(=O)C1CCN(CC1)C(=O)OC(C)(C)C (tert-butyl 4-formylpiperidine-1-carboxylate). Run in C1CCOC1 (THF). Reaction conditions: temperature 10 celsius, time 30 minute. Yields the product OC(C1CCN(CC1)C(=O)OC(C)(C)C)C=1C=NC(=CC1)C(F)(F)F (tert-Butyl 4-(hydroxy(6-(trifluoromethyl)pyridin-3-yl)methyl)piperidine-1-carboxylate). RXN SMILES: C([Mg]Cl)(C)C.Br[C:7]1[CH:8]=[CH:9][C:10]([C:13]([F:16])([F:15])[F:14])=[N:11][CH:12]=1.[CH:17]([CH:19]1[CH2:24][CH2:23][N:22]([C:25]([O:27][C:28]([CH3:31])([CH3:30])[CH3:29])=[O:26])[CH2:21][CH2:20]1)=[O:18]>C1COCC1>[OH:18][CH:17]([C:7]1[CH:12]=[N:11][C:10]([C:13]([F:16])([F:15])[F:14])=[CH:9][CH:8]=1)[CH:19]1[CH2:24][CH2:23][N:22]([C:25]([O:27][C:28]([CH3:31])([CH3:30])[CH3:29])=[O:26])[CH2:21][CH2:20]1. Reported procedure: A solution of isopropylmagnesium chloride (2.0 M in THF, 40.3 mL, 80.6 mmol) was added dropwise by syringe to a solution of 5-bromo-2-(trifluoromethyl)pyridine (19.5 g, 86.3 mmol) in dry THF (12 mL) at 2° C. After 30 minutes, tert-butyl 4-formylpiperidine-1-carboxylate (12.3 g, 57.3 mmol) was added to the Grignard solution at 2° C. as a solid. The reaction mixture was warmed to 10° C. over 1.5 hours after which it was quenched with saturated aqueous ammonium chloride solution. The mixture was pa... Reactants: CCCCCCCOc1ccc2nc(C3(C)COC(=O)N3)ncc2c1, CCO, [Li+], [OH-], O. The product is CCCCCCCOc1ccc2nc(C(C)(N)CO)ncc2c1. RXN SMILES: [CH2:1]([CH2:2][CH2:3][CH2:4][CH2:5][CH2:6][CH3:7])[O:8][c:9]1[cH:10][c:11]2[cH:12][n:13][c:14]([C:19]3([CH3:25])[NH:20][C:21](=[O:24])[O:22][CH2:23]3)[n:15][c:16]2[cH:17][cH:18]1.[CH3:26][CH2:27][OH:28].[Li+:29].[OH-:30].[OH2:31]>>[CH2:1]([CH2:2][CH2:3][CH2:4][CH2:5][CH2:6][CH3:7])[O:8][c:9]1[cH:10][c:11]2[cH:12][n:13][c:14]([C:19]([NH2:20])([CH2:23][OH:22])[CH3:25])[n:15][c:16]2[cH:17][cH:18]1. Starting materials: COc1ccc2c(c1)cc(C(=O)O)n2-c1ccccc1, CCCCCC, O=S(Cl)Cl. Yields the product COc1ccc2c(c1)c(S(=O)Cl)c(C(=O)O)n2-c1ccccc1. Reaction SMILES: [CH3:1][O:2][c:3]1[cH:4][c:5]2[cH:6][c:7]([C:18](=[O:19])[OH:20])[n:8](-[c:12]3[cH:13][cH:14][cH:15][cH:16][cH:17]3)[c:9]2[cH:10][cH:11]1.[CH3:25][CH2:26][CH2:27][CH2:28][CH2:29][CH3:30].[S:21](=[O:22])([Cl:23])[Cl:24]>>[CH3:1][O:2][c:3]1[cH:4][c:5]2[c:6]([S:21](=[O:22])[Cl:23])[c:7]([C:18](=[O:19])[OH:20])[n:8](-[c:12]3[cH:13][cH:14][cH:15][cH:16][cH:17]3)[c:9]2[cH:10][cH:11]1. The reactants are ClC(Cl)(Cl)Cl, CC#N, CC(C)(C)C(O)CO, [O-][I+3]([O-])([O-])[O-], [Na+], O, O, Cl[Ru](Cl)Cl, O=S(Cl)Cl. Product: CC(C)(C)C1COS(=O)(=O)O1. Reaction SMILES: [C:22]([Cl:23])([Cl:24])([Cl:25])[Cl:26].[CH3:13][C:14]#[N:15].[CH3:1][C:2]([CH:3]([CH2:4][OH:5])[OH:6])([CH3:7])[CH3:8].[I+3:16]([O-:17])([O-:18])([O-:19])[O-:20].[Na+:21].[OH2:27].[OH2:28].[Ru:29]([Cl:30])([Cl:31])[Cl:32].[S:9](=[O:10])([Cl:11])[Cl:12]>>[CH3:1][C:2]([CH:3]1[CH2:4][O:5][S:9](=[O:10])(=[O:17])[O:6]1)([CH3:7])[CH3:8]. The reactants are NC=1C=C2C=NNC2=CC1 (5-Aminoindazole), C(C)(C)(C)OC(=O)NCCNC(C(=O)O)C1=CC(=CC=C1)OC ((2-tert-butoxycarbonylamino-ethylamino)-(3-methoxy-phenyl)-acetic acid). Product: NCCNC(C(=O)NC=1C=C2C=NNC2=CC1)C1=CC(=CC=C1)OC (2-(2-Amino-ethylamino)-N-(1H-indazol-5-yl)-2-(3-methoxy-phenyl)-acetamide). As a reaction SMILES: [NH2:1][C:2]1[CH:3]=[C:4]2[C:8](=[CH:9][CH:10]=1)[NH:7][N:6]=[CH:5]2.C(OC([NH:18][CH2:19][CH2:20][NH:21][CH:22]([C:26]1[CH:31]=[CH:30][CH:29]=[C:28]([O:32][CH3:33])[CH:27]=1)[C:23](O)=[O:24])=O)(C)(C)C>>[NH2:18][CH2:19][CH2:20][NH:21][CH:22]([C:26]1[CH:31]=[CH:30][CH:29]=[C:28]([O:32][CH3:33])[CH:27]=1)[C:23]([NH:1][C:2]1[CH:3]=[C:4]2[C:8](=[CH:9][CH:10]=1)[NH:7][N:6]=[CH:5]2)=[O:24]. Reported procedure: 5-Aminoindazole was coupled with (2-tert-butoxycarbonylamino-ethylamino)-(3-methoxy-phenyl)-acetic acid according to the method described in Example 1. The BOC protecting group was then removed according to the method described in Example 8 to afford compound I-1017. 1H NMR (400 MHz, DMSO-d6) δ 3.02–3.14 (4H, m), 3.80 (3H,s), 4–5 (1H, vbr s), 5.11 (1H, brs), 7.05 (1H,d), 7.20 (2H,m), 7.40 (2H,m), 7.52 (1H,d), 7.5–8 (2H, brs), 8.05 (1H,s), 8.07 (1H,s), 8.2–10.1 (1H, brs), 10.68 (1H,brs), 13.15 (1... Starting materials: C(C1=CC=CC=C1)OC1=C2CCCC(C2=CC=C1)C(=O)NC=1C=NC(=CC1)C(C)C (5-benzyloxy-N-(6-isopropylpyridin-3-yl)-1,2,3,4-tetrahydronaphthalene-1-carboxamide), OCC=1C=NC(=CC1)OCCOC (3-hydroxymethyl-6-(2-methoxyethoxy)pyridine). The product is C(C1=CC=CC=C1)OC1=C2CCCC(C2=CC=C1)C(=O)N(CC=1C=NC(=CC1)OCCOC)C=1C=NC(=CC1)C(C)C (5-benzyloxy-N-(6-isopropylpyridin-3-yl)-N-{[6-(2-methoxyethoxy)pyridin-3-yl]methyl}-1,2,3,4-tetrahydronaphthalene-1-carboxamide). Isolated yield 63.1%. As a reaction SMILES: [CH2:1]([O:8][C:9]1[CH:18]=[CH:17][CH:16]=[C:15]2[C:10]=1[CH2:11][CH2:12][CH2:13][CH:14]2[C:19]([NH:21][C:22]1[CH:23]=[N:24][C:25]([CH:28]([CH3:30])[CH3:29])=[CH:26][CH:27]=1)=[O:20])[C:2]1[CH:7]=[CH:6][CH:5]=[CH:4][CH:3]=1.O[CH2:32][C:33]1[CH:34]=[N:35][C:36]([O:39][CH2:40][CH2:41][O:42][CH3:43])=[CH:37][CH:38]=1>>[CH2:1]([O:8][C:9]1[CH:18]=[CH:17][CH:16]=[C:15]2[C:10]=1[CH2:11][CH2:12][CH2:13][CH:14]2[C:19]([N:21]([C:22]1[CH:23]=[N:24][C:25]([CH:28]([CH3:30])[CH3:29])=[CH:26][CH:27]=1)[CH2:32][C:33]1[CH:34]=[N:35][C:36]([O:39][CH2:40][CH2:41][O:42][CH3:43])=[CH:37][CH:38]=1)=[O:20])[C:2]1[CH:7]=[CH:6][CH:5]=[CH:4][CH:3]=1. Reported procedure: By the reaction and treatment in the same manner as in Example 142 using 5-benzyloxy-N-(6-isopropylpyridin-3-yl)-1,2,3,4-tetrahydronaphthalene-1-carboxamide (1.2 g) and 3-hydroxymethyl-6-(2-methoxyethoxy)pyridine (0.55 g) as starting materials, 5-benzyloxy-N-(6-isopropylpyridin-3-yl)-N-{[6-(2-methoxyethoxy)pyridin-3-yl]methyl}-1,2,3,4-tetrahydronaphthalene-1-carboxamide (1.07 g) was obtained.